Dataset: the Open Reaction Database (ORD), a public repository of structured organic reaction records. Task: describe an organic reaction: reactants, conditions, products, and yield Starting materials: CCN1CCN(c2nc(Br)cc3ccccc23)CC1, CCCC[Sn](CCCC)(CCCC)c1ccc(C(=O)N(C)CCOCc2ccccc2)cc1, CCOC(C)=O, Cc1ccccc1C. The product is CCN1CCN(c2nc(-c3ccc(C(=O)N(C)CCOCc4ccccc4)cc3)cc3ccccc23)CC1. As a reaction SMILES: [Br:34][c:35]1[n:36][c:37]([N:45]2[CH2:46][CH2:47][N:48]([CH2:51][CH3:52])[CH2:49][CH2:50]2)[c:38]2[cH:39][cH:40][cH:41][cH:42][c:43]2[cH:44]1.[CH3:1][N:2]([C:3]([c:4]1[cH:5][cH:6][c:7]([Sn:10]([CH2:11][CH2:12][CH2:13][CH3:14])([CH2:15][CH2:16][CH2:17][CH3:18])[CH2:19][CH2:20][CH2:21][CH3:22])[cH:8][cH:9]1)=[O:23])[CH2:24][CH2:25][O:26][CH2:27][c:28]1[cH:29][cH:30][cH:31][cH:32][cH:33]1.[CH3:61][CH2:62][O:63][C:64](=[O:65])[CH3:66].[c:53]1([CH3:54])[c:55]([CH3:56])[cH:57][cH:58][cH:59][cH:60]1>>[CH3:1][N:2]([C:3]([c:4]1[cH:5][cH:6][c:7](-[c:35]2[n:36][c:37]([N:45]3[CH2:46][CH2:47][N:48]([CH2:51][CH3:52])[CH2:49][CH2:50]3)[c:38]3[cH:39][cH:40][cH:41][cH:42][c:43]3[cH:44]2)[cH:8][cH:9]1)=[O:23])[CH2:24][CH2:25][O:26][CH2:27][c:28]1[cH:29][cH:30][cH:31][cH:32][cH:33]1. The reactants are Cl (hydrochloric acid), COC(=O)C=1N=NC(=C(C1)C1=CC=C(C=C1)Cl)OCC(F)(F)F (5-(4-chloro-phenyl)-6-(2,2,2-trifluoro-ethoxy)-pyridazine-3-carboxylic acid methyl ester), [OH-].[Li+] (lithium hydroxide). Run in O1CCCC1 (tetrahydrofuran), O (water). Run at time 3 hour. The product is ClC1=CC=C(C=C1)C=1C=C(N=NC1OCC(F)(F)F)C(=O)O (5-(4-chloro-phenyl)-6-(2,2,2-trifluoro-ethoxy)-pyridazine-3-carboxylic acid). Isolated yield 97.0%. RXN SMILES: C[O:2][C:3]([C:5]1[N:6]=[N:7][C:8]([O:18][CH2:19][C:20]([F:23])([F:22])[F:21])=[C:9]([C:11]2[CH:16]=[CH:15][C:14]([Cl:17])=[CH:13][CH:12]=2)[CH:10]=1)=[O:4].[OH-].[Li+].Cl>O1CCCC1.O>[Cl:17][C:14]1[CH:15]=[CH:16][C:11]([C:9]2[CH:10]=[C:5]([C:3]([OH:4])=[O:2])[N:6]=[N:7][C:8]=2[O:18][CH2:19][C:20]([F:23])([F:22])[F:21])=[CH:12][CH:13]=1 |f:1.2|. Reported procedure: To a solution of 0.865 g 5-(4-chloro-phenyl)-6-(2,2,2-trifluoro-ethoxy)-pyridazine-3-carboxylic acid methyl ester in 9.0 mL tetrahydrofuran was added 3.2 mL of a 1M of lithium hydroxide in water was added and the mixture was stirred at ambient temperature for 3 h. The reaction mixture was acidified with 1M hydrochloric acid. The solid was collected by filtration washed with water and dried under high vacuum to yield 0.805 g of the title compound as white solid, 331.1 (M−H)−. The reactants are CN(C)C=O, Cl, NCCc1cccs1. The product is Cl, c1cc2c(s1)CCNC2. RXN SMILES: [CH3:10][N:11]([CH3:12])[CH:13]=[O:14].[ClH:1].[s:2]1[c:3]([CH2:7][CH2:8][NH2:9])[cH:4][cH:5][cH:6]1>>[ClH:1].[s:2]1[c:3]2[c:4]([cH:5][cH:6]1)[CH2:10][NH:9][CH2:8][CH2:7]2.